This data is from the Open Reaction Database (ORD), a public repository of structured organic reaction records. The task is: describe an organic reaction: reactants, conditions, products, and yield Reactants: ClC(C(=O)OCC)=O (Ethyl chlorooxoacetate), ClC=1C=CC(=C(C1)NC(=S)NCC#C)C (N-(5-chloro-2-methylphenyl)-N′-(2-propynyl)thiourea). Run in C(Cl)Cl (methylene chloride). Conditions: time 18 hour. The product is ClC=1C=CC(=C(C1)N1C(N(C(C1=O)=O)CC#C)=S)C (1-(5-chloro-2-methylphenyl)-3-(2-propynyl)-2-thioxo-4,5-imidazolidinedione). The yield is 20.5%. RXN SMILES: Cl[C:2](=[O:8])[C:3]([O:5]CC)=O.[Cl:9][C:10]1[CH:11]=[CH:12][C:13]([CH3:23])=[C:14]([NH:16][C:17]([NH:19][CH2:20][C:21]#[CH:22])=[S:18])[CH:15]=1>C(Cl)Cl>[Cl:9][C:10]1[CH:11]=[CH:12][C:13]([CH3:23])=[C:14]([N:16]2[C:2](=[O:8])[C:3](=[O:5])[N:19]([CH2:20][C:21]#[CH:22])[C:17]2=[S:18])[CH:15]=1. Reported procedure: Ethyl chlorooxoacetate (11.2 mL; 0.1 mol) was added dropwise while cooling in an ice bath to the stirring solution of N-(5-chloro-2-methylphenyl)-N′-(2-propynyl)thiourea (11.95 g; 0.05 mol) in methylene chloride (200 mL). The mixture was stirred for 18 hours at ambient temperature then evaporated to dryness. The residue was stirred in ether (200 mL) and the solids were collected by filtration and air dried to give 3.0 g 1-(5-chloro-2-methylphenyl)-3-(2-propynyl)-2-thioxo-4,5-imidazolidinedione, ... Starting materials: C(CC(=O)C)(=O)OCC (ethyl acetoacetate), N(=O)[O-].[Na+] (sodium nitrite). The solvent is C(C)(=O)O (acetic acid), O (water), ice water. Reaction conditions: time 30 minute. The product is O=C(C(=O)OCC)C(C)=O (2,3-dioxobutyric acid, ethyl ester). RXN SMILES: [C:1]([O:7][CH2:8][CH3:9])(=[O:6])[CH2:2][C:3]([CH3:5])=[O:4].N([O-])=[O:11].[Na+]>C(O)(=O)C.O>[O:11]=[C:2]([C:3](=[O:4])[CH3:5])[C:1]([O:7][CH2:8][CH3:9])=[O:6] |f:1.2|. Reported procedure: A 50 g portion of ethyl acetoacetate in 60 ml of acetic acid was stirred at 0° C. to 10° C., as a solution of 30 g of sodium nitrite in 50 ml of water was added dropwise. When addition was complete, the mixture was stirred at 0° to 10° C. for 30 minutes and then diluted with 300 ml of ice water. The mixture was stirred for 2 hours and then extracted with 500 ml of dichloromethane. The dichloromethane layer was separated, washed with two 500 ml portions of ice water, dried, filtered and evaporate... The reactants are azidomethyl, N1N=NN=C1 (tetrazole), BrCC1=CC=C(C=C1)C=1C(=CC=CC1)C(=O)OC(C)(C)C (t-butyl 4'-bromomethyl-biphenyl-2-carboxylate). The product is N(=[N+]=[N-])CC1=CC=C(C=C1)C=1C(=CC=CC1)C(=O)OC(C)(C)C (t-butyl 4'-azidomethyl-biphenyl-2-carboxylate), NCC1=CC=C(C=C1)C=1C(=CC=CC1)C(=O)OC(C)(C)C (t-Butyl 4'-aminomethyl-biphenyl-2-carboxylate). Procedure details: Following the procedures described in Example 1A, replacing N-triphenylmethyl-5-[2-(4'-bromomethyl)biphenyl)]tetrazole with t-butyl 4'-bromomethyl-biphenyl-2-carboxylate, prepared as described by D. J. Carini, et al. in European Patent Application Number 324,377, published Jul. 19, 1989, the intermediate t-butyl 4'-azidomethyl-biphenyl-2-carboxylate is prepared. The intermediate azidomethyl compound is then hydrogenated as described in Example 1B, using palladium on carbon catalyst instead of Li... Reagents/catalysts: [Pd] (palladium on carbon). Reaction SMILES: [NH:1]1[CH:5]=N[N:3]=[N:2]1.Br[CH2:7][C:8]1[CH:13]=[CH:12][C:11]([C:14]2[C:15]([C:20]([O:22][C:23]([CH3:26])([CH3:25])[CH3:24])=[O:21])=[CH:16][CH:17]=[CH:18][CH:19]=2)=[CH:10][CH:9]=1>[Pd]>[N:1]([CH2:5][C:8]1[CH:9]=[CH:10][C:11]([C:14]2[C:15]([C:20]([O:22][C:23]([CH3:26])([CH3:25])[CH3:24])=[O:21])=[CH:16][CH:17]=[CH:18][CH:19]=2)=[CH:12][CH:13]=1)=[N+:2]=[N-:3].[NH2:1][CH2:7][C:8]1[CH:13]=[CH:12][C:11]([C:14]2[C:15]([C:20]([O:22][C:23]([CH3:26])([CH3:25])[CH3:24])=[O:21])=[CH:16][CH:17]=[CH:18][CH:19]=2)=[CH:10][CH:9]=1. Starting materials: CC(=O)NC(Cc1ccc(O)cc1)C(=O)NC(Cc1ccc(F)cc1)C(=O)N1CC(Cc2ccc3ccccc3c2)NC(=O)C1Cc1cn(Cc2ccccc2)cn1, CC(=O)O, C1=CCCCC1, CCO. Yields the product CC(=O)NC(Cc1ccc(O)cc1)C(=O)NC(Cc1ccc(F)cc1)C(=O)N1CC(Cc2ccc3ccccc3c2)NC(=O)C1Cc1c[nH]cn1. RXN SMILES: [C:1]([CH3:2])(=[O:3])[NH:4][CH:5]([C:6](=[O:7])[NH:8][CH:9]([C:10](=[O:11])[N:12]1[CH:13]([CH2:30][c:31]2[n:32][cH:33][n:34]([CH2:36][c:37]3[cH:38][cH:39][cH:40][cH:41][cH:42]3)[cH:35]2)[C:14](=[O:29])[NH:15][CH:16]([CH2:18][c:19]2[cH:20][c:21]3[cH:22][cH:23][cH:24][cH:25][c:26]3[cH:27][cH:28]2)[CH2:17]1)[CH2:43][c:44]1[cH:45][cH:46][c:47]([F:50])[cH:48][cH:49]1)[CH2:51][c:52]1[cH:53][cH:54][c:55]([OH:58])[cH:56][cH:57]1.[C:65]([OH:66])(=[O:67])[CH3:68].[CH2:59]1[CH2:60][CH:61]=[CH:62][CH2:63][CH2:64]1.[CH2:69]([OH:70])[CH3:71]>>[C:1]([CH3:2])(=[O:3])[NH:4][CH:5]([C:6](=[O:7])[NH:8][CH:9]([C:10](=[O:11])[N:12]1[CH:13]([CH2:30][c:31]2[n:32][cH:33][nH:34][cH:35]2)[C:14](=[O:29])[NH:15][CH:16]([CH2:18][c:19]2[cH:20][c:21]3[cH:22][cH:23][cH:24][cH:25][c:26]3[cH:27][cH:28]2)[CH2:17]1)[CH2:43][c:44]1[cH:45][cH:46][c:47]([F:50])[cH:48][cH:49]1)[CH2:51][c:52]1[cH:53][cH:54][c:55]([OH:58])[cH:56][cH:57]1. Reactants: COC(=O)C1=CC(=C2C=NN(C2=C1)C1=CC=CC=C1)C1=NC=C(C=C1)C (4-(5-Methyl-pyridin-2-yl)-1-phenyl-1H-indazole-6-carboxylic acid methyl ester), [OH-].[Na+] (NaOH). The product is C1(=CC=CC=C1)N1N=CC2=CC=C(C=C12)C(=O)O (1-phenyl-1H-indazole-6-carboxylic acid). As a reaction SMILES: C[O:2][C:3]([C:5]1[CH:13]=[C:12]2[C:8]([CH:9]=[N:10][N:11]2[C:14]2[CH:19]=[CH:18][CH:17]=[CH:16][CH:15]=2)=[C:7](C2C=CC(C)=CN=2)[CH:6]=1)=[O:4].[OH-].[Na+]>>[C:14]1([N:11]2[C:12]3[C:8](=[CH:7][CH:6]=[C:5]([C:3]([OH:4])=[O:2])[CH:13]=3)[CH:9]=[N:10]2)[CH:15]=[CH:16][CH:17]=[CH:18][CH:19]=1 |f:1.2|. Procedure details: 4-(5-Methyl-pyridin-2-yl)-1-phenyl-1H-indazole-6-carboxylic acid methyl ester was treated with NaOH using the procedure of step 3 of Example 1 to afford 445-methyl-pyridin-2-yl)-1-phenyl-1H-indazole-6-carboxylic acid. Starting materials: [Br-], CCCc1c(CCl)ccc(C(C)=O)c1O, O=C([O-])[O-], CCCC[N+](CCCC)(CCCC)CCCC, CCC(C)=O, CCOC(C)=O, [K+], [K+], [Na+], [OH-], Oc1ccnc(S)n1. The product is CCCc1c(CSc2nccc(O)n2)ccc(C(C)=O)c1O. Reaction SMILES: [Br-:32].[C:1]([CH3:2])(=[O:3])[c:4]1[c:5]([OH:15])[c:6]([CH2:12][CH2:13][CH3:14])[c:7]([CH2:8][Cl:9])[cH:10][cH:11]1.[C:24](=[O:25])([O-:26])[O-:27].[CH2:33]([N+:34]([CH2:35][CH2:36][CH2:37][CH3:38])([CH2:39][CH2:40][CH2:41][CH3:42])[CH2:43][CH2:44][CH2:45][CH3:46])[CH2:47][CH2:48][CH3:49].[CH2:56]([C:57]([CH3:58])=[O:59])[CH3:60].[CH3:50][CH2:51][O:52][C:53](=[O:54])[CH3:55].[K+:28].[K+:29].[Na+:31].[OH-:30].[OH:16][c:17]1[n:18][c:19]([SH:23])[n:20][cH:21][cH:22]1>>[C:1]([CH3:2])(=[O:3])[c:4]1[c:5]([OH:15])[c:6]([CH2:12][CH2:13][CH3:14])[c:7]([CH2:8][S:23][c:19]2[n:18][c:17]([OH:16])[cH:22][cH:21][n:20]2)[cH:10][cH:11]1. Starting materials: FC(C=1C=C(C(=O)N2[C@H](C[C@H](CC2)N2CCC(CC2)=C2C=3N(CCC4=C2C=CC=C4)C(=CN3)CO)CC3=CC=CC=C3)C=C(C1)C(F)(F)F)(F)F ((±)-cis-1-[3,5-bis(trifluoromethyl)benzoyl]-4-[4-[5,6-dihydro-3-(hydroxymethyl)-11H-imidazo[2,1-b][3]benzazepin-11-ylidene]-1-piperidinyl]-2-(phenylmethyl)piperidine). The reagents and catalysts are [O-2].[O-2].[Mn+4] (manganese dioxide). The solvent is C(Cl)(Cl)Cl (CHCl3). Yields the product FC(C=1C=C(C(=O)N2[C@H](C[C@H](CC2)N2CCC(CC2)=C2C=3N(CCC4=C2C=CC=C4)C(=CN3)C=O)CC3=CC=CC=C3)C=C(C1)C(F)(F)F)(F)F ((±)-cis-1-[3,5-bis(trifluoromethyl)benzoyl]-4-[4-(3-formyl-5,6-dihydro-11H-imidazo[2,1-b][3]benzazepin-11-ylidene)-1-piperidinyl]-2-(phenylmethyl)piperidine). The yield is 69.1%. Reaction SMILES: [F:1][C:2]([F:51])([F:50])[C:3]1[CH:4]=[C:5]([CH:43]=[C:44]([C:46]([F:49])([F:48])[F:47])[CH:45]=1)[C:6]([N:8]1[CH2:13][CH2:12][C@H:11]([N:14]2[CH2:19][CH2:18][C:17](=[C:20]3[C:26]4[CH:27]=[CH:28][CH:29]=[CH:30][C:25]=4[CH2:24][CH2:23][N:22]4[C:31]([CH2:34][OH:35])=[CH:32][N:33]=[C:21]34)[CH2:16][CH2:15]2)[CH2:10][C@@H:9]1[CH2:36][C:37]1[CH:42]=[CH:41][CH:40]=[CH:39][CH:38]=1)=[O:7]>C(Cl)(Cl)Cl.[O-2].[O-2].[Mn+4]>[F:49][C:46]([F:47])([F:48])[C:44]1[CH:43]=[C:5]([CH:4]=[C:3]([C:2]([F:1])([F:51])[F:50])[CH:45]=1)[C:6]([N:8]1[CH2:13][CH2:12][C@H:11]([N:14]2[CH2:19][CH2:18][C:17](=[C:20]3[C:26]4[CH:27]=[CH:28][CH:29]=[CH:30][C:25]=4[CH2:24][CH2:23][N:22]4[C:31]([CH:34]=[O:35])=[CH:32][N:33]=[C:21]34)[CH2:16][CH2:15]2)[CH2:10][C@@H:9]1[CH2:36][C:37]1[CH:38]=[CH:39][CH:40]=[CH:41][CH:42]=1)=[O:7] |f:2.3.4|. Procedure: A mixture of (±)-cis-1-[3,5-bis(trifluoromethyl)benzoyl]-4-[4-[5,6-dihydro-3-(hydroxymethyl)-11H-imidazo[2,1-b][3]benzazepin-11-ylidene]-1-piperidinyl]-2-(phenylmethyl)piperidine (4.5 g) and manganese dioxide (20 g) in CHCl3 (200 ml) was stirred and refluxed for 1 hour. The mixture was filtered warm over dicalite and the filtrate was evaporated. The residue as purified over silica gel on a glass filter (eluent: CH2Cl2/CH3OH 95/5). The pure fractions were collected and the solvent was evaporated.... The reactants are CC(C)CI, CCOC(=O)c1cn[nH]c1, [H-], [Na+], CN(C)C=O, O. Yields the product CCOC(=O)c1cnn(CC(C)C)c1. RXN SMILES: [CH2:13]([CH:14]([CH3:15])[CH3:16])[I:17].[CH2:1]([CH3:2])[O:3][C:4](=[O:5])[c:6]1[cH:7][n:8][nH:9][cH:10]1.[H-:11].[Na+:12].[O:19]=[CH:20][N:21]([CH3:22])[CH3:23].[OH2:18]>>[CH2:1]([CH3:2])[O:3][C:4](=[O:5])[c:6]1[cH:7][n:8][n:9]([CH2:13][CH:14]([CH3:15])[CH3:16])[cH:10]1. Reactants: COC(=O)CC(=O)OC(C)(C)C, N#Cc1cc(C(F)(F)F)cnc1Cl, [H-], [Na+], C1CCOC1. The product is COC(=O)C(C(=O)OC(C)(C)C)c1ncc(C(F)(F)F)cc1C#N. Reaction SMILES: [C:3]([CH2:4][C:5](=[O:6])[O:7][CH3:8])(=[O:9])[O:10][C:11]([CH3:12])([CH3:13])[CH3:14].[Cl:15][c:16]1[n:17][cH:18][c:19]([C:24]([F:25])([F:26])[F:27])[cH:20][c:21]1[C:22]#[N:23].[H-:1].[Na+:2].[O:28]1[CH2:29][CH2:30][CH2:31][CH2:32]1>>[C:3]([CH:4]([C:5](=[O:6])[O:7][CH3:8])[c:16]1[n:17][cH:18][c:19]([C:24]([F:25])([F:26])[F:27])[cH:20][c:21]1[C:22]#[N:23])(=[O:9])[O:10][C:11]([CH3:12])([CH3:13])[CH3:14]. Reactants: [Al+3], N#Cc1ccc(CC(NC(=O)c2ccc(F)c(C(F)(F)F)c2)(c2cc(F)cc(OC(F)(F)C(F)F)c2)c2ccc(F)c(C(F)(F)F)c2)cc1, C1CCOC1, [H-], [H-], [H-], [H-], [Li+]. The product is NCc1ccc(CC(NC(=O)c2ccc(F)c(C(F)(F)F)c2)(c2cc(F)cc(OC(F)(F)C(F)F)c2)c2ccc(F)c(C(F)(F)F)c2)cc1. Reaction SMILES: [Al+3:51].[C:1](#[N:2])[c:3]1[cH:4][cH:5][c:6]([CH2:9][C:10]([c:11]2[cH:12][c:13]([F:24])[cH:14][c:15]([O:17][C:18]([CH:19]([F:20])[F:21])([F:22])[F:23])[cH:16]2)([c:25]2[cH:26][c:27]([C:32]([F:33])([F:34])[F:35])[c:28]([F:31])[cH:29][cH:30]2)[NH:36][C:37]([c:38]2[cH:39][c:40]([C:45]([F:46])([F:47])[F:48])[c:41]([F:44])[cH:42][cH:43]2)=[O:49])[cH:7][cH:8]1.[CH2:56]1[O:57][CH2:58][CH2:59][CH2:60]1.[H-:50].[H-:53].[H-:54].[H-:55].[Li+:52]>>[CH2:1]([NH2:2])[c:3]1[cH:4][cH:5][c:6]([CH2:9][C:10]([c:11]2[cH:12][c:13]([F:24])[cH:14][c:15]([O:17][C:18]([CH:19]([F:20])[F:21])([F:22])[F:23])[cH:16]2)([c:25]2[cH:26][c:27]([C:32]([F:33])([F:34])[F:35])[c:28]([F:31])[cH:29][cH:30]2)[NH:36][C:37]([c:38]2[cH:39][c:40]([C:45]([F:46])([F:47])[F:48])[c:41]([F:44])[cH:42][cH:43]2)=[O:49])[cH:7][cH:8]1.